Dataset: the Open Reaction Database (ORD), a public repository of structured organic reaction records. Task: describe an organic reaction: reactants, conditions, products, and yield The reactants are FC=1C=C(C#N)C=CC1 (3-Fluorobenzonitrile), N1C[C@@H](CC1)O ((3R)-pyrrolidin-3-ol), O (Water). Solvent: CN1CCCN(C1=O)C (DMPU). Conditions: temperature 180 celsius. Product: O[C@H]1CN(CC1)C=1C=C(C#N)C=CC1 (3-[(3R)-3-Hydroxypyrrolidin-1-yl]benzonitrile). The yield is 62.7%. Reaction SMILES: F[C:2]1[CH:3]=[C:4]([CH:7]=[CH:8][CH:9]=1)[C:5]#[N:6].[NH:10]1[CH2:14][CH2:13][C@@H:12]([OH:15])[CH2:11]1.O>CN1C(=O)N(C)CCC1>[OH:15][C@@H:12]1[CH2:13][CH2:14][N:10]([C:2]2[CH:3]=[C:4]([CH:7]=[CH:8][CH:9]=2)[C:5]#[N:6])[CH2:11]1. Procedure details: 3-Fluorobenzonitrile (0.385 g, 3.18 mmol) and (3R)-pyrrolidin-3-ol (0.278 g, 3.19 mmol) were dissolved in DMPU (3 mL). The resulting mixture was subjected to microwave heating at 180° C. for 5 h. Water was added and the mixture extracted with ether. The organic layer washed with water, dried with MgSO4, filtered and concentrated. Purification on a 10 g Isolute Flash Si column (heptane/EtOAc 2:1→1:1) gave 0.375 g (63%) of the title compound. 1H NMR (400 MHz, MeOH-d4) δ 7.22 (dd, 1H, J=8.5, 7.5 Hz...